The task is: describe an organic reaction: reactants, conditions, products, and yield. This data is from the Open Reaction Database (ORD), a public repository of structured organic reaction records. The product is CCN(CC)CCOC(=N)N1CCC(c2nsc3ccccc23)CC1. Starting materials: N#CN1CCC(c2nsc3ccccc23)CC1, CCN(CC)CCO, CCN(CC)C(C)[O-], [Na+]. As a reaction SMILES: [C:18](#[N:19])[N:20]1[CH2:21][CH2:22][CH:23]([c:26]2[n:27][s:28][c:29]3[c:30]2[cH:31][cH:32][cH:33][cH:34]3)[CH2:24][CH2:25]1.[CH2:1]([CH3:2])[N:3]([CH2:4][CH2:5][OH:6])[CH2:7][CH3:8].[CH2:9]([N:10]([CH2:11][CH3:12])[CH:13]([O-:14])[CH3:15])[CH3:16].[Na+:17]>>[CH2:1]([CH3:2])[N:3]([CH2:4][CH2:5][O:6][C:18](=[NH:19])[N:20]1[CH2:21][CH2:22][CH:23]([c:26]2[n:27][s:28][c:29]3[c:30]2[cH:31][cH:32][cH:33][cH:34]3)[CH2:24][CH2:25]1)[CH2:7][CH3:8]. Reactants: N#Cc1ccc(C=O)c(S(=O)(=O)C(F)(F)F)c1, CN1CCCC1=O, [Cl-], [Li+], CCCC[Sn](C#Cc1ccccc1)(CCCC)CCCC, c1coc(P(c2ccco2)c2ccco2)c1. The product is N#Cc1ccc(C=O)c(C#Cc2ccccc2)c1. As a reaction SMILES: [C:1](#[N:2])[c:3]1[cH:4][c:5]([S:11]([C:12]([F:13])([F:14])[F:15])(=[O:16])=[O:17])[c:6]([CH:7]=[O:8])[cH:9][cH:10]1.[CH3:57][N:58]1[CH2:59][CH2:60][CH2:61][C:62]1=[O:63].[Cl-:35].[Li+:34].[c:36]1([C:42]#[C:43][Sn:44]([CH2:45][CH2:46][CH2:47][CH3:48])([CH2:49][CH2:50][CH2:51][CH3:52])[CH2:53][CH2:54][CH2:55][CH3:56])[cH:37][cH:38][cH:39][cH:40][cH:41]1.[o:18]1[cH:19][cH:20][cH:21][c:22]1[P:23]([c:24]1[o:25][cH:26][cH:27][cH:28]1)[c:29]1[o:30][cH:31][cH:32][cH:33]1>>[C:1](#[N:2])[c:3]1[cH:4][c:5]([C:43]#[C:42][c:36]2[cH:37][cH:38][cH:39][cH:40][cH:41]2)[c:6]([CH:7]=[O:8])[cH:9][cH:10]1. Starting materials: Cl.BrC1=NN2C(CC(CC2)N)=N1 (2-bromo-5,6,7,8-tetrahydro-[1,2,4]triazolo[1,5-a]pyridin-7-amine hydrochloride), C(O)([O-])=O.[Na+] (sodium hydrogen carbonate), C(Cl)Cl (methylene chloride), CN1N=CC(=C1C(=O)Cl)C1=NC(=CC=C1)C (1-methyl-4-(6-methylpyridin-2-yl)-1H-pyrazole-5-carbonyl chloride). Run in C(C)N(CC)CC (triethylamine). Run at time 30 minute. Yields the product BrC1=NN2C(CC(CC2)NC(=O)C2=C(C=NN2C)C2=NC(=CC=C2)C)=N1 (N-(2-bromo-5,6,7,8-tetrahydro-[1,2,4]triazolo[1,5-a]pyridin-7-yl)-1-methyl-4-(6-methylpyridin-2-yl)-1H-pyrazole-5-carboxamide). Yield: 46.9%. As a reaction SMILES: Cl.[Br:2][C:3]1[N:12]=[C:6]2[CH2:7][CH:8]([NH2:11])[CH2:9][CH2:10][N:5]2[N:4]=1.C(Cl)Cl.[CH3:16][N:17]1[C:21]([C:22](Cl)=[O:23])=[C:20]([C:25]2[CH:30]=[CH:29][CH:28]=[C:27]([CH3:31])[N:26]=2)[CH:19]=[N:18]1.C(=O)([O-])O.[Na+]>C(N(CC)CC)C>[Br:2][C:3]1[N:12]=[C:6]2[CH2:7][CH:8]([NH:11][C:22]([C:21]3[N:17]([CH3:16])[N:18]=[CH:19][C:20]=3[C:25]3[CH:30]=[CH:29][CH:28]=[C:27]([CH3:31])[N:26]=3)=[O:23])[CH2:9][CH2:10][N:5]2[N:4]=1 |f:0.1,4.5|. Procedure: The 2-bromo-5,6,7,8-tetrahydro-[1,2,4]triazolo[1,5-a]pyridin-7-amine hydrochloride (38 mg) obtained in (Example 5.16) <Step 6> was added at 0° C. to a methylene chloride (1 ml) solution of the 1-methyl-4-(6-methylpyridin-2-yl)-1H-pyrazole-5-carbonyl chloride (35 mg) obtained in (Example 5.47) <Step 1> and triethylamine (0.06 ml). The obtained mixture was stirred for 30 minutes. Thereafter, a saturated sodium hydrogen carbonate aqueous solution (2 ml) was added to the reaction solution, and the m...